From a dataset of the Open Reaction Database (ORD), a public repository of structured organic reaction records. describe an organic reaction: reactants, conditions, products, and yield Starting materials: ClC=1C=C(C=CC1)CCC=1C(=NC=CC1)C#N (3-[2-(3-Chlorophenyl)ethyl]-2-pyridine-carbonitrile), CN1C(CCCC1)[Mg]Cl (N-methyl-piperidyl magnesium chloride), O (water). As a reaction SMILES: [Cl:1][C:2]1[CH:3]=[C:4]([CH2:8][CH2:9][C:10]2[C:11]([C:16]#N)=[N:12][CH:13]=[CH:14][CH:15]=2)[CH:5]=[CH:6][CH:7]=1.[CH3:18][N:19]1[CH2:24][CH2:23][CH2:22][CH2:21][CH:20]1[Mg]Cl.[OH2:27]>O1CCCC1>[ClH:1].[CH3:18][N:19]1[CH2:24][CH2:23][CH:22]([C:16]([C:11]2[C:10]([CH2:9][CH2:8][C:4]3[CH:5]=[CH:6][CH:7]=[C:2]([Cl:1])[CH:3]=3)=[CH:15][CH:14]=[CH:13][N:12]=2)=[O:27])[CH2:21][CH2:20]1 |f:4.5|. Run at temperature 25 celsius, time 1 hour. The product is Cl.CN1CCC(CC1)C(=O)C1=NC=CC=C1CCC1=CC(=CC=C1)Cl ((1-Methyl-4-piperidinyl)[3-[ 2-(3-chlorophenyl)ethyl]-2-pyridinyl]methanone hydrochloride). The solvent is O1CCCC1 (tetrahydrofuran). Procedure details: To a solution of product of Step C above (118 g, 0.487 mole) in 1.2 L of dry tetrahydrofuran is added 395 mL (2.48 mole/liter, 0.585 mole, 1.2 eg.) of N-methyl-piperidyl magnesium chloride over about 15 minutes maintaining the temperature at 45° C.-50° C. by cooling with water as necessary. The reaction is maintained at 40° C. to 50° C. for about another 30 minutes. Completion of the reaction is determined by thin-layer chromatography. The reaction is quenched to pH below 2 with 2N hydrochloric ... Starting materials: O1CC(CC(C1)=O)=O (2H-pyran-3,5(4H,6H)-dione), BrC=1C=C(C=O)C=CC1Br (3,4-dibromobenzaldehyde), N\C(=C/C(=O)OC)\C (methyl 3-aminocrotonate). Solvent: C(C)O (ethanol). Product: BrC=1C=C(C=CC1Br)C1C2=C(NC(=C1C(=O)OC)C)COCC2=O (Methyl 4-(3,4-dibromophenyl)-2-methyl-5-oxo-4,5,6,8-tetrahydro-1H-pyrano[3,4-b]pyridine-3-carboxylate). The yield is 65.6%. Reaction SMILES: [O:1]1[CH2:6][C:5](=O)[CH2:4][C:3](=[O:8])[CH2:2]1.[Br:9][C:10]1[CH:11]=[C:12]([CH:15]=[CH:16][C:17]=1[Br:18])[CH:13]=O.[NH2:19]/[C:20](/[CH3:26])=[CH:21]\[C:22]([O:24][CH3:25])=[O:23]>C(O)C>[Br:9][C:10]1[CH:11]=[C:12]([CH:13]2[C:21]([C:22]([O:24][CH3:25])=[O:23])=[C:20]([CH3:26])[NH:19][C:5]3[CH2:6][O:1][CH2:2][C:3](=[O:8])[C:4]2=3)[CH:15]=[CH:16][C:17]=1[Br:18]. Procedure: The product from Example 11B (0.17 g, 1.5 mmol), the product from 3,4-dibromobenzaldehyde (0.53 g, 2.0 mmol) and methyl 3-aminocrotonate (0.15 g, 1.3 mmol) in ethanol (8 mL) were heated at 80° C. in a sealed tube for 60 hours and then cooled to ambient temperature. The mixture was filtered and the filter cake was washed with ethanol and dried to provide the title compound (0.39 g). The reactants are CCO, Cc1oc(-c2ccccc2)nc1CCOc1ccc(CC2SC(=N)NC2=O)cc1. The product is Cc1oc(-c2ccccc2)nc1CCOc1ccc(CC2SC(=O)NC2=O)cc1. RXN SMILES: [CH3:30][CH2:31][OH:32].[NH:1]=[C:2]1[S:3][CH:4]([CH2:8][c:9]2[cH:10][cH:11][c:12]([O:15][CH2:16][CH2:17][c:18]3[n:19][c:20](-[c:24]4[cH:25][cH:26][cH:27][cH:28][cH:29]4)[o:21][c:22]3[CH3:23])[cH:13][cH:14]2)[C:5](=[O:7])[NH:6]1>>[C:2]1(=[O:32])[S:3][CH:4]([CH2:8][c:9]2[cH:10][cH:11][c:12]([O:15][CH2:16][CH2:17][c:18]3[n:19][c:20](-[c:24]4[cH:25][cH:26][cH:27][cH:28][cH:29]4)[o:21][c:22]3[CH3:23])[cH:13][cH:14]2)[C:5](=[O:7])[NH:6]1. Reactants: N1=CC=C(C=C1)C1=CC=C(C=C1)NC(=O)C1N(C2=CC=CC=C2C1)C(=O)OC(C)(C)C (N-[4-(4-pyridinyl)phenyl]-1-tert-butoxycarbonylindoline-2-carboxamide), C(C)(=O)OCC.Cl (hydrogen chloride-ethyl acetate). Run in C(C)(=O)OCC (ethyl acetate), CCCCCC (n-hexane). Conditions: time 1.5 hour. Product: N1=CC=C(C=C1)C1=CC=C(C=C1)NC(=O)C1NC2=CC=CC=C2C1 (N-[4-(4-pyridinyl)phenyl]indoline-2-carboxamide). Yield: 105.4%. Reaction SMILES: [N:1]1[CH:6]=[CH:5][C:4]([C:7]2[CH:12]=[CH:11][C:10]([NH:13][C:14]([CH:16]3[CH2:24][C:23]4[C:18](=[CH:19][CH:20]=[CH:21][CH:22]=4)[N:17]3C(OC(C)(C)C)=O)=[O:15])=[CH:9][CH:8]=2)=[CH:3][CH:2]=1.C(OCC)(=O)C.Cl>C(OCC)(=O)C.CCCCCC>[N:1]1[CH:6]=[CH:5][C:4]([C:7]2[CH:8]=[CH:9][C:10]([NH:13][C:14]([CH:16]3[CH2:24][C:23]4[C:18](=[CH:19][CH:20]=[CH:21][CH:22]=4)[NH:17]3)=[O:15])=[CH:11][CH:12]=2)=[CH:3][CH:2]=1 |f:1.2|. Procedure details: To a suspension of N-[4-(4-pyridinyl)phenyl]-1-tert-butoxycarbonylindoline-2-carboxamide (100 mg) in ethyl acetate (0.60 mL) was added 4N hydrogen chloride-ethyl acetate (2.41 mL) and the mixture was stirred at ambient temperature for 1.5 hours. The resulting mixture was diluted with n-hexane (6.0 mL) and the solid was collected by filtration, and then washed with ethyl acetate/n-hexane (1:2, 1.0 mL) to give N-[4-(4-pyridinyl)phenyl]indoline-2-carboxamide (80 mg) as off-white crystals.